The task is: describe an organic reaction: reactants, conditions, products, and yield. This data is from the Open Reaction Database (ORD), a public repository of structured organic reaction records. Starting materials: COC(=O)c1cc(F)c(N2CCC(NC(C)=O)C2)nc1Nc1ccc(F)cc1F, CO, [Na+], C1CCOC1, [OH-], O. The product is CC(=O)NC1CCN(c2nc(Nc3ccc(F)cc3F)c(C(=O)O)cc2F)C1. RXN SMILES: [C:4]([CH3:5])(=[O:6])[NH:7][CH:8]1[CH2:9][N:10]([c:13]2[n:14][c:15]([NH:24][c:25]3[c:26]([F:32])[cH:27][c:28]([F:31])[cH:29][cH:30]3)[c:16]([C:17](=[O:18])[O:19][CH3:20])[cH:21][c:22]2[F:23])[CH2:11][CH2:12]1.[CH3:1][OH:2].[Na+:34].[O:35]1[CH2:36][CH2:37][CH2:38][CH2:39]1.[OH-:33].[OH2:3]>>[C:4]([CH3:5])(=[O:6])[NH:7][CH:8]1[CH2:9][N:10]([c:13]2[n:14][c:15]([NH:24][c:25]3[c:26]([F:32])[cH:27][c:28]([F:31])[cH:29][cH:30]3)[c:16]([C:17](=[O:18])[OH:19])[cH:21][c:22]2[F:23])[CH2:11][CH2:12]1.